Dataset: the Open Reaction Database (ORD), a public repository of structured organic reaction records. Task: describe an organic reaction: reactants, conditions, products, and yield Reactants: COC=1C=C(C=CC1OC)C=CC(=O)C1=CC=CC=C1 (3,4-Dimethoxychalcone), C(CC(=O)C)(=O)OCC (ethyl acetoacetate). Run in C(C)O (ethanol). Conditions: temperature 20 celsius, time 20 hour. Product: C(C)(=O)C(C(=O)OCC)C(CC(=O)C1=CC=CC=C1)C1=CC(=C(C=C1)OC)OC (ethyl 2-acetyl-3-(3,4-dimethoxyphenyl)-5-phenyl-5-oxovalerate). The yield is 68.0%. As a reaction SMILES: [CH3:1][O:2][C:3]1[CH:4]=[C:5]([CH:11]=[CH:12][C:13]([C:15]2[CH:20]=[CH:19][CH:18]=[CH:17][CH:16]=2)=[O:14])[CH:6]=[CH:7][C:8]=1[O:9][CH3:10].[C:21]([O:27][CH2:28][CH3:29])(=[O:26])[CH2:22][C:23]([CH3:25])=[O:24]>C(O)C>[C:23]([CH:22]([CH:11]([C:5]1[CH:6]=[CH:7][C:8]([O:9][CH3:10])=[C:3]([O:2][CH3:1])[CH:4]=1)[CH2:12][C:13]([C:15]1[CH:20]=[CH:19][CH:18]=[CH:17][CH:16]=1)=[O:14])[C:21]([O:27][CH2:28][CH3:29])=[O:26])(=[O:24])[CH3:25]. Procedure: 3,4-Dimethoxychalcone (m,p,--(CH3O)2C6H3 --CH=CH--CO--C6H5) (26.8 g; 0.1 mole) and ethyl acetoacetate (13 g; 0.1 mole) are dissolved in ethanol (300 ml). Activated baryta (1 g) is added, and the mixture stirred at 20° C. for 20 hours. The oxovalerate precipitate is filtered off, washed with ethanol and dried. Compound no. 501 (27 g; yield:68%) is obtained, m.p. 135° C.